This data is from the Open Reaction Database (ORD), a public repository of structured organic reaction records. The task is: describe an organic reaction: reactants, conditions, products, and yield The reactants are FC1=CC=C(C=C1)OC(N(C)[C@@H]1CNC[C@H]1C1=CC=C(C=C1)Cl)=O ([(3S,4R)-4-(4-chloro-phenyl)-pyrrolidin-3-yl]-methyl-carbamic acid 4-fluoro-phenyl ester), COC1CC(C1)C(=O)O (3-methoxycyclobutanecarboxylic acid). The product is FC1=CC=C(C=C1)OC(N(C)[C@@H]1CN(C[C@H]1C1=CC=C(C=C1)Cl)C(=O)C1CC(C1)OC)=O ([(3S,4R)-4-(4-chloro-phenyl)-1-(3-methoxy-cyclobutanecarbonyl)-pyrrolidin-3-yl]-methyl-carbamic acid 4-fluoro-phenyl ester). Reaction SMILES: [F:1][C:2]1[CH:7]=[CH:6][C:5]([O:8][C:9](=[O:24])[N:10]([C@H:12]2[C@H:16]([C:17]3[CH:22]=[CH:21][C:20]([Cl:23])=[CH:19][CH:18]=3)[CH2:15][NH:14][CH2:13]2)[CH3:11])=[CH:4][CH:3]=1.[CH3:25][O:26][CH:27]1[CH2:30][CH:29]([C:31](O)=[O:32])[CH2:28]1>>[F:1][C:2]1[CH:7]=[CH:6][C:5]([O:8][C:9](=[O:24])[N:10]([C@H:12]2[C@H:16]([C:17]3[CH:22]=[CH:21][C:20]([Cl:23])=[CH:19][CH:18]=3)[CH2:15][N:14]([C:31]([CH:29]3[CH2:30][CH:27]([O:26][CH3:25])[CH2:28]3)=[O:32])[CH2:13]2)[CH3:11])=[CH:4][CH:3]=1. Procedure: In analogy to the procedure described for the synthesis of example 44 (step c), the title compound [(3S,4R)-4-(4-chloro-phenyl)-1-(3-methoxy-cyclobutanecarbonyl)-pyrrolidin-3-yl]-methyl-carbamic acid 4-fluoro-phenyl ester was prepared from [(3S,4R)-4-(4-chloro-phenyl)-pyrrolidin-3-yl]-methyl-carbamic acid 4-fluoro-phenyl ester instead of [(3S,4R)-4-(3,4-dichloro-phenyl)-pyrrolidin-3-yl]-methyl-carbamic acid 4-fluoro-phenyl ester using 3-methoxycyclobutanecarboxylic acid instead of 1-methylcyclop... Reaction SMILES: [C:1]1([P:7]([C:14]2[CH:19]=[CH:18][CH:17]=[CH:16][CH:15]=2)[C:8]2[CH:13]=[CH:12][CH:11]=[CH:10][CH:9]=2)[CH:6]=[CH:5][CH:4]=[CH:3][CH:2]=1.[CH3:20][C:21]([CH2:23][CH2:24][CH2:25][Cl:26])=[O:22]>>[Cl-:26].[CH3:20][C:21]([CH2:23][CH2:24][CH2:25][P+:7]([C:1]1[CH:2]=[CH:3][CH:4]=[CH:5][CH:6]=1)([C:8]1[CH:13]=[CH:12][CH:11]=[CH:10][CH:9]=1)[C:14]1[CH:15]=[CH:16][CH:17]=[CH:18][CH:19]=1)=[O:22] |f:2.3|. The yield is 82.0%. Reactants: C1(=CC=CC=C1)P(C1=CC=CC=C1)C1=CC=CC=C1 (triphenylphosphine), CC(=O)CCCCl (3-chloropropyl methyl ketone). Reported procedure: The title compound was prepared from triphenylphosphine and 3-chloropropyl methyl ketone as described in Example 1 in a yield of 82%. Yields the product [Cl-].CC(=O)CCC[P+](C1=CC=CC=C1)(C1=CC=CC=C1)C1=CC=CC=C1 (3-(triphenylphosphonio)propyl Methyl Ketone Chloride). Reactants: ClC=1C=C(C=CC1)B(O)O (3-chlorophenylboronic acid), ClC=1C=C(N=NC1)CN1C(=NC=C1)C (5-chloro-3-(2-methyl-imidazol-1-yl-methyl)-pyridazine). The product is Cl.ClC=1C=C(C=CC1)C=1C=C(N=NC1)CN1C(=NC=C1)C (5-(3-Chloro-phenyl)-3-(2-methyl-imidazol-1-yl-methyl)-pyridazine hydrochloride). As a reaction SMILES: [Cl:1][C:2]1[CH:3]=[C:4](B(O)O)[CH:5]=[CH:6][CH:7]=1.Cl[C:12]1[CH:13]=[C:14]([CH2:18][N:19]2[CH:23]=[CH:22][N:21]=[C:20]2[CH3:24])[N:15]=[N:16][CH:17]=1>>[ClH:1].[Cl:1][C:2]1[CH:3]=[C:4]([C:12]2[CH:13]=[C:14]([CH2:18][N:19]3[CH:23]=[CH:22][N:21]=[C:20]3[CH3:24])[N:15]=[N:16][CH:17]=2)[CH:5]=[CH:6][CH:7]=1 |f:2.3|. Procedure details: The title compound, MS: m/e=285.2 (M+H+), was prepared from 3-chlorophenylboronic acid and 5-chloro-3-(2-methyl-imidazol-1-yl-methyl)-pyridazine. Reactants: solution, CN (methylamine), C(C1=CC=CC=C1)OC1=C(C=C(C=C1)C(=O)OCC1=CC=CC=C1)CCCC1=CC=C(C(=O)O)C=C1 (4-[3-(2-benzyloxy-5-benzyloxycarbonylphenyl)propyl]benzoic acid). The solvent is C(C)O (ethanol). Reaction conditions: temperature 100 celsius. The product is C(C1=CC=CC=C1)OC1=C(C=C(C=C1)C(NC)=O)CCCC1=CC=C(C(=O)O)C=C1 (4-[3-(2-Benzyloxy-5-(N-methylcarbamoyl)phenyl)propyl]benzoic acid). Reaction SMILES: [CH3:1][NH2:2].[CH2:3]([O:10][C:11]1[CH:16]=[CH:15][C:14]([C:17](OCC2C=CC=CC=2)=[O:18])=[CH:13][C:12]=1[CH2:27][CH2:28][CH2:29][C:30]1[CH:38]=[CH:37][C:33]([C:34]([OH:36])=[O:35])=[CH:32][CH:31]=1)[C:4]1[CH:9]=[CH:8][CH:7]=[CH:6][CH:5]=1>C(O)C>[CH2:3]([O:10][C:11]1[CH:16]=[CH:15][C:14]([C:17](=[O:18])[NH:2][CH3:1])=[CH:13][C:12]=1[CH2:27][CH2:28][CH2:29][C:30]1[CH:38]=[CH:37][C:33]([C:34]([OH:36])=[O:35])=[CH:32][CH:31]=1)[C:4]1[CH:9]=[CH:8][CH:7]=[CH:6][CH:5]=1. Procedure: To a 33% solution (16 ml) of methylamine in ethanol was added 4-[3-(2-benzyloxy-5-benzyloxycarbonylphenyl)propyl]benzoic acid (1.25 g). The mixture was heated at 100° C. for 12 hours in an autoclave. The solvent was evaporated and the residue extracted with ethyl acetate (100 ml) and washed with 1N aqueous HCl (100 ml) , dried (MgSO4), filtered and evaporated. The residue was subjected to chromatography on silica gel, eluting with EtOAc. The title product was purified by trituration with diethyl... Reactants: C1(=CC=CC=C1)C(N1C(OC(C1=O)CC1=CC=C(C=C1)O)=O)(C1=CC=CC=C1)C1=CC=CC=C1 (3-triphenylmethyl-5-([4-hydroxyphenyl]methyl)oxazolidine-2,4-dione), CS(=O)(=O)OC1=CC=C(C=C1)CCO (2-[4-(methylsulfonyloxy)phenyl]-1-ethanol), N(=NC(=O)N1CCCCC1)C(=O)N1CCCCC1 (1,1′-(azodicarbonyl)-dipiperidine), C1(=CC=CC=C1)P(C1=CC=CC=C1)C1=CC=CC=C1 (triphenylphosphine). The solvent is ClCCl (dichloromethane). Run at time 3 hour. Yields the product C1(=CC=CC=C1)C(N1C(OC(C1=O)CC1=CC=C(C=C1)OCCC1=CC=C(C=C1)OS(=O)(=O)C)=O)(C1=CC=CC=C1)C1=CC=CC=C1 (3-triphenylmethyl-5-([4-[2-(4-methanesulfonyloxyphenyl)ethoxy]phenyl]methyl)oxazolidine-2,4-dione). The yield is 53.3%. Reaction SMILES: [C:1]1([C:7]([C:29]2[CH:34]=[CH:33][CH:32]=[CH:31][CH:30]=2)([C:23]2[CH:28]=[CH:27][CH:26]=[CH:25][CH:24]=2)[N:8]2[C:12](=[O:13])[CH:11]([CH2:14][C:15]3[CH:20]=[CH:19][C:18]([OH:21])=[CH:17][CH:16]=3)[O:10][C:9]2=[O:22])[CH:6]=[CH:5][CH:4]=[CH:3][CH:2]=1.[CH3:35][S:36]([O:39][C:40]1[CH:45]=[CH:44][C:43]([CH2:46][CH2:47]O)=[CH:42][CH:41]=1)(=[O:38])=[O:37].N(C(N1CCCCC1)=O)=NC(N1CCCCC1)=O.C1(P(C2C=CC=CC=2)C2C=CC=CC=2)C=CC=CC=1>ClCCl>[C:29]1([C:7]([C:1]2[CH:6]=[CH:5][CH:4]=[CH:3][CH:2]=2)([C:23]2[CH:24]=[CH:25][CH:26]=[CH:27][CH:28]=2)[N:8]2[C:12](=[O:13])[CH:11]([CH2:14][C:15]3[CH:20]=[CH:19][C:18]([O:21][CH2:47][CH2:46][C:43]4[CH:42]=[CH:41][C:40]([O:39][S:36]([CH3:35])(=[O:37])=[O:38])=[CH:45][CH:44]=4)=[CH:17][CH:16]=3)[O:10][C:9]2=[O:22])[CH:34]=[CH:33][CH:32]=[CH:31][CH:30]=1. Reported procedure: 0.28 g (0.623 mmole) 3-triphenylmethyl-5-([4-hydroxyphenyl]methyl)oxazolidine-2,4-dione was under argon atmosphere added to a cooled solution of 0.148 g (0.685 mmole) 2-[4-(methylsulfonyloxy)phenyl]-1-ethanol, 0.173 g (0.685 mmole) 1,1′-(azodicarbonyl)-dipiperidine and 0.18 g (0.685 mmole) triphenylphosphine in 6 ml dichloromethane. After stirring for 3 hours the reaction mixture was filtered and the crude product was purified by chromatography on silica gel using heptane:ethyl acetate (2:2) as ...